Dataset: the Open Reaction Database (ORD), a public repository of structured organic reaction records. Task: describe an organic reaction: reactants, conditions, products, and yield The reactants are Brc1ccc2[nH]ccc2c1, CN1CCC(=O)CC1, CO, [K+], [OH-]. Product: CN1CC=C(c2c[nH]c3ccc(Br)cc23)CC1. RXN SMILES: [Br:3][c:4]1[cH:5][c:6]2[cH:7][cH:8][nH:9][c:10]2[cH:11][cH:12]1.[CH3:13][N:14]1[CH2:15][CH2:16][C:17](=[O:20])[CH2:18][CH2:19]1.[CH3:21][OH:22].[K+:2].[OH-:1]>>[Br:3][c:4]1[cH:5][c:6]2[c:7]([C:17]3=[CH:16][CH2:15][N:14]([CH3:13])[CH2:19][CH2:18]3)[cH:8][nH:9][c:10]2[cH:11][cH:12]1. The reactants are OB(O)c1ccc(CBr)cc1, CCc1cc(=O)c2c([nH]1)CCCC2, [H-], [Na+], CN(C)C=O, O. As a reaction SMILES: [Br:16][CH2:17][c:18]1[cH:19][cH:20][c:21]([B:24]([OH:25])[OH:26])[cH:22][cH:23]1.[CH2:3]([CH3:4])[c:5]1[nH:6][c:7]2[c:12]([c:13](=[O:15])[cH:14]1)[CH2:11][CH2:10][CH2:9][CH2:8]2.[H-:1].[Na+:2].[O:28]=[CH:29][N:30]([CH3:31])[CH3:32].[OH2:27]>>[CH2:3]([CH3:4])[c:5]1[n:6][c:7]2[c:12]([c:13]([O:15][CH2:17][c:18]3[cH:19][cH:20][c:21]([B:24]([OH:25])[OH:26])[cH:22][cH:23]3)[cH:14]1)[CH2:11][CH2:10][CH2:9][CH2:8]2. The product is CCc1cc(OCc2ccc(B(O)O)cc2)c2c(n1)CCCC2. The reactants are C1(=CC=CC=C1)N1N=NC(=C1)C=1CCN(CC1)C(=O)OC(C)(C)C (tert-Butyl 4-[1-phenyl-1H-[1,2,3]triazol-4-yl]-1,2,3,6-tetrahydropyridine-1-carboxylate). Solvent: C(=O)O (formic acid). Run at time 4 hour. The product is C1(=CC=CC=C1)N1N=NC(=C1)C=1CCNCC1 (4-[1-phenyl-1H-[1,2,3]triazol-4-yl]-1,2,3,6-tetrahydropyridine). The yield is 101.0%. Reaction SMILES: [C:1]1([N:7]2[CH:11]=[C:10]([C:12]3[CH2:13][CH2:14][N:15](C(OC(C)(C)C)=O)[CH2:16][CH:17]=3)[N:9]=[N:8]2)[CH:6]=[CH:5][CH:4]=[CH:3][CH:2]=1>C(O)=O>[C:1]1([N:7]2[CH:11]=[C:10]([C:12]3[CH2:13][CH2:14][NH:15][CH2:16][CH:17]=3)[N:9]=[N:8]2)[CH:2]=[CH:3][CH:4]=[CH:5][CH:6]=1. Procedure details: tert-Butyl 4-[1-phenyl-1H-[1,2,3]triazol-4-yl]-1,2,3,6-tetrahydropyridine-1-carboxylate (50 mg) was dissolved in 1 ml of formic acid followed by stirring at room temperature for 4 hours. After formic acid was evaporated in vacuo, the residue was dissolved in chloroform and washed with a saturate aqueous solution of sodium bicarbonate and then with a saturated saline solution. After the organic layer was dried over sodium sulfate, the solvent was evaporated in vacuo to give 35 mg of crude product...